Dataset: the Open Reaction Database (ORD), a public repository of structured organic reaction records. Task: describe an organic reaction: reactants, conditions, products, and yield Run at time 1 hour. RXN SMILES: [NH2:1][C:2]1[C:3]2[N:4]([C:8]([C@@H:25]3[CH2:28][C@H:27]([O:29][CH2:30][C:31](OC(C)(C)C)=[O:32])[CH2:26]3)=[N:9][C:10]=2[C:11]2[CH:16]=[CH:15][CH:14]=[C:13]([O:17][CH2:18][C:19]3[CH:24]=[CH:23][CH:22]=[CH:21][CH:20]=3)[CH:12]=2)[CH:5]=[CH:6][N:7]=1.[H-].[H-].[H-].[H-].[Li+].[Al+3].CCOC(C)=O>C1COCC1>[NH2:1][C:2]1[C:3]2[N:4]([C:8]([C@@H:25]3[CH2:26][C@H:27]([O:29][CH2:30][CH2:31][OH:32])[CH2:28]3)=[N:9][C:10]=2[C:11]2[CH:16]=[CH:15][CH:14]=[C:13]([O:17][CH2:18][C:19]3[CH:24]=[CH:23][CH:22]=[CH:21][CH:20]=3)[CH:12]=2)[CH:5]=[CH:6][N:7]=1 |f:1.2.3.4.5.6|. Yields the product NC=1C=2N(C=CN1)C(=NC2C2=CC(=CC=C2)OCC2=CC=CC=C2)[C@H]2C[C@H](C2)OCCO (cis-2-{3-[8-Amino-1-(3-benzyloxyphenyl)imidazo[1,5-a]pyrazin-3-yl]cyclobutoxy}ethanol). The solvent is C1CCOC1 (THF). Reactants: Na2SO4.10H2O, NC=1C=2N(C=CN1)C(=NC2C2=CC(=CC=C2)OCC2=CC=CC=C2)[C@H]2C[C@H](C2)OCC(=O)OC(C)(C)C (cis-tert-Butyl ({3-[8-amino-1-(3-benzyloxyphenyl)-imidazo[1,5-a]pyrazin-3-yl]cyclobutyl}oxy)acetate), CCOC(=O)C (EtOAc), [H-].[H-].[H-].[H-].[Li+].[Al+3] (LiAlH4). Reported procedure: cis-tert-Butyl ({3-[8-amino-1-(3-benzyloxyphenyl)-imidazo[1,5-a]pyrazin-3-yl]cyclobutyl}oxy)acetate (0.4 mmol, 200 mg) was dissolved in THF (2 mL) and charged with LiAlH4 (4 mmol, 4 mL, 1 M in THF) at −78° C., and stirred under rt for 1 h before the reaction mixture was heated to 50° C. for 16 h. Mixture was charged with EtOAc and allowed to stir at rt for 10 min, followed by an addition of Na2SO4.10H2O. The reaction mixture was passed through a pad of Celite and concentrated under reduced press... Starting materials: ClC1=CC(=C(C=C1C(=S)CC(=O)OC)N=C1SC(N2CCCCN12)=O)F (9-[4-chloro-2-fluoro-5-(methoxycarbonylmethylthiocarbonyl)-phenylimino]-8-thia-1,6-diazabicyclo[4.3.0]nonan-7-one), ClC1=C(C(=O)Cl)C=C(C(=C1)F)[N+](=O)[O-] (2-chloro-4-fluoro-5-nitrobenzoic acid chloride), COC(CS)=O (thioglycolic acid methyl ester). Run in C(C)(=O)OCC (ethyl acetate). Conditions: time 18 hour. The product is COC(=O)COC(C1=C(C=C(C(=C1)[N+](=O)[O-])F)Cl)=S (2-chloro-4-fluoro-5-nitrothiobenzoic acid (methoxycarbonylmethyl) ester). Reaction SMILES: ClC1C(C([CH2:10][C:11]([O:13][CH3:14])=[O:12])=S)=CC(N=C2N3N(CCCC3)C(=O)S2)=C(F)C=1.[Cl:27][C:28]1[CH:36]=[C:35]([F:37])[C:34]([N+:38]([O-:40])=[O:39])=[CH:33][C:29]=1[C:30](Cl)=[O:31].COC(=O)C[SH:45]>C(OCC)(=O)C>[CH3:14][O:13][C:11]([CH2:10][O:31][C:30](=[S:45])[C:29]1[CH:33]=[C:34]([N+:38]([O-:40])=[O:39])[C:35]([F:37])=[CH:36][C:28]=1[Cl:27])=[O:12]. Reported procedure: The preparation of 9-[4-chloro-2-fluoro-5-(methoxycarbonylmethylthiocarbonyl)-phenylimino]-8-thia-1,6-diazabicyclo[4.3.0]nonan-7-one is given by way of example: ##STR22## 48 g of 2-chloro-4-fluoro-5-nitrobenzoic acid chloride are added dropwise, with stirring, at room temperature to a solution of 20 ml of thioglycolic acid methyl ester in 100 ml of ethyl acetate. The batch is stirred for 18 hours and then the solvent is evaporated off in vacuo to yield 19 g of 2-chloro-4-fluoro-5-nitrothiobenzoi...